From a dataset of the Open Reaction Database (ORD), a public repository of structured organic reaction records. describe an organic reaction: reactants, conditions, products, and yield Starting materials: N (ammonia), FC1=CC=C(C=C1)C(CCC1C(N(C1=O)C1=CC=C(C#N)C=C1)C1=CC=C(C=C1)OC)O (4-[3-[3-(4-fluorophenyl)-3-hydroxypropyl]-2-(4-methoxyphenyl)-4-oxoazetidin-1-yl]-benzonitrile), [H][H] (hydrogen). The reagents and catalysts are [Ni] (Raney nickel). The solvent is C(C)O (ethanol). Run at temperature 60 celsius. Product: NCC1=CC=C(C=C1)N1C(C(C1C1=CC=C(C=C1)OC)CCC(O)C1=CC=C(C=C1)F)=O (1-(4-Aminomethylphenyl)-3-[3-(4-fluorophenyl)-3-hydroxypropyl]-4-(4-methoxyphenyl)-azetidin-2-one). As a reaction SMILES: [F:1][C:2]1[CH:7]=[CH:6][C:5]([CH:8]([OH:32])[CH2:9][CH2:10][CH:11]2[C:14](=[O:15])[N:13]([C:16]3[CH:23]=[CH:22][C:19]([C:20]#[N:21])=[CH:18][CH:17]=3)[CH:12]2[C:24]2[CH:29]=[CH:28][C:27]([O:30][CH3:31])=[CH:26][CH:25]=2)=[CH:4][CH:3]=1.N.[H][H]>C(O)C.[Ni]>[NH2:21][CH2:20][C:19]1[CH:22]=[CH:23][C:16]([N:13]2[CH:12]([C:24]3[CH:29]=[CH:28][C:27]([O:30][CH3:31])=[CH:26][CH:25]=3)[CH:11]([CH2:10][CH2:9][CH:8]([C:5]3[CH:4]=[CH:3][C:2]([F:1])=[CH:7][CH:6]=3)[OH:32])[C:14]2=[O:15])=[CH:17][CH:18]=1. Procedure details: 1.22 g of 4-[3-[3-(4-fluorophenyl)-3-hydroxypropyl]-2-(4-methoxyphenyl)-4-oxoazetidin-1-yl]-benzonitrile were dissolved in 90 ml of ethanol. 10 ml of conc. ammonia solution and an excess of Raney nickel were added, and the mixture was stirred at 60° C. and a hydrogen pressure of 10 bar for 8 h. Overnight, the reaction mixture cooled to room temperature, and the next day, the catalyst was removed, the filtrate was concentrated under reduced pressure and the residue was purified by silica gel chro... Reactants: ClC1=CC=C(C=C1)C(=O)C1CCN(CC1)C (4-chlorophenyl 1-methylpiperidin-4-yl methanone), [BH4-].[Na+] (sodium borohydride). The solvent is CO (methanol). Reaction conditions: time 2 hour. Product: ClC1=CC=C(C=C1)C(O)C1CCN(CC1)C ((4-Chlorophenyl)(1-methylpiperidine-4-yl)methanol). The yield is 100.1%. RXN SMILES: [Cl:1][C:2]1[CH:7]=[CH:6][C:5]([C:8]([CH:10]2[CH2:15][CH2:14][N:13]([CH3:16])[CH2:12][CH2:11]2)=[O:9])=[CH:4][CH:3]=1.[BH4-].[Na+]>CO>[Cl:1][C:2]1[CH:7]=[CH:6][C:5]([CH:8]([CH:10]2[CH2:15][CH2:14][N:13]([CH3:16])[CH2:12][CH2:11]2)[OH:9])=[CH:4][CH:3]=1 |f:1.2|. Reported procedure: To a solution of 4-chlorophenyl 1-methylpiperidin-4-yl methanone 1.19 g (5 mmol) in 30 ml methanol was added in small portions sodium borohydride 0.378 g (10 mmol). The reaction mixture was stirred at room temperature for two hours, concentrated, added water and extracted with methylene chloride 2×50 ml. The combined organic solution was dried over sodium sulfate and concentrated to give 1.2 g of desired product in 98% yield. The reactants are Nc1ccc(Oc2ccc(Br)cc2)nc1, COc1cccc(OC)c1C(=O)N=C=O, CCOC(C)=O. The product is COc1cccc(OC)c1C(=O)NC(=O)Nc1ccc(Oc2ccc(Br)cc2)nc1. RXN SMILES: [Br:16][c:17]1[cH:18][cH:19][c:20]([O:21][c:22]2[cH:23][cH:24][c:25]([NH2:28])[cH:26][n:27]2)[cH:29][cH:30]1.[CH3:1][O:2][c:3]1[c:4]([C:5](=[O:6])[N:7]=[C:8]=[O:9])[c:10]([O:14][CH3:15])[cH:11][cH:12][cH:13]1.[CH3:31][CH2:32][O:33][C:34](=[O:35])[CH3:36]>>[CH3:1][O:2][c:3]1[c:4]([C:5](=[O:6])[NH:7][C:8](=[O:9])[NH:28][c:25]2[cH:24][cH:23][c:22]([O:21][c:20]3[cH:19][cH:18][c:17]([Br:16])[cH:30][cH:29]3)[n:27][cH:26]2)[c:10]([O:14][CH3:15])[cH:11][cH:12][cH:13]1. Reactants: [OH-].[Na+] (sodium hydroxide), resultant mixture, O (water), [H-].[Al+3].[Li+].[H-].[H-].[H-] (lithium aluminum hydride), 0.80, [H-].[Al+3].[Li+].[H-].[H-].[H-] (lithium aluminum hydride), C(C)N1C(C2=C(N=C(N=C2)N2CCN(CC2)CC2=CC=CC=C2)C=C1)=O (6-Ethyl-2-(4-benzylpiperazino)pyrido[4,3-d]pyrimidin-5(6H)-one). Run in C(Cl)(Cl)Cl (chloroform), C1CCOC1 (THF), C(C)(=O)OCC (ethyl acetate). Product: C(C)N1C(C2=C(NC(=NC2)N2CCN(CC2)CC2=CC=CC=C2)C=C1)=O (1,4,5,6-Tetrahydro-6-ethyl-5-oxo-2-(4-benzylpiperazino)pyrido[4,3-d]pyrimidine). Isolated yield 72.9%. Reaction SMILES: [H-].[Al+3].[Li+].[H-].[H-].[H-].[CH2:7]([N:9]1[CH:31]=[CH:30][C:12]2[N:13]=[C:14]([N:17]3[CH2:22][CH2:21][N:20]([CH2:23][C:24]4[CH:29]=[CH:28][CH:27]=[CH:26][CH:25]=4)[CH2:19][CH2:18]3)[N:15]=[CH:16][C:11]=2[C:10]1=[O:32])[CH3:8].O.[OH-].[Na+]>C1COCC1.C(OCC)(=O)C.C(Cl)(Cl)Cl>[CH2:7]([N:9]1[CH:31]=[CH:30][C:12]2[NH:13][C:14]([N:17]3[CH2:22][CH2:21][N:20]([CH2:23][C:24]4[CH:25]=[CH:26][CH:27]=[CH:28][CH:29]=4)[CH2:19][CH2:18]3)=[N:15][CH2:16][C:11]=2[C:10]1=[O:32])[CH3:8] |f:0.1.2.3.4.5,8.9|. Procedure details: Added at room temperature to a suspension of 0.80 (21 mmol) of lithium aluminum hydride in THF (20 ml) was 1.5 g of 5,6-dihydro-6-ethyl-5-oxo-2-(4-benzylpiperazino)pyrido[4,3-d]pyrimidine (Referential Example 11). After refluxing the reaction mixture for 4 hours, the reaction mixture was added with water to decompose excess lithium aluminum hydride. An aqueous solution of sodium hydroxide and chloroform were added to the resultant mixture to extract the latter. After washing the chloroform layer... Reactants: C1CCOC1, CC(=O)O, CO, C1=C(c2cccnc2Oc2ccc(Nc3nc4ccccc4[nH]3)cc2)CCOC1, [Pd]. The product is c1cnc(Oc2ccc(Nc3nc4ccccc4[nH]3)cc2)c(C2CCOCC2)c1. Reaction SMILES: [CH2:36]1[O:37][CH2:38][CH2:39][CH2:40]1.[CH3:30][C:31](=[O:32])[OH:33].[CH3:34][OH:35].[O:1]1[CH2:2][CH2:3][C:4]([c:7]2[c:8]([O:13][c:14]3[cH:15][cH:16][c:17]([NH:20][c:21]4[n:22][c:23]5[c:24]([nH:25]4)[cH:26][cH:27][cH:28][cH:29]5)[cH:18][cH:19]3)[n:9][cH:10][cH:11][cH:12]2)=[CH:5][CH2:6]1.[Pd:41]>>[O:1]1[CH2:2][CH2:3][CH:4]([c:7]2[c:8]([O:13][c:14]3[cH:15][cH:16][c:17]([NH:20][c:21]4[nH:22][c:23]5[c:24]([n:25]4)[cH:26][cH:27][cH:28][cH:29]5)[cH:18][cH:19]3)[n:9][cH:10][cH:11][cH:12]2)[CH2:5][CH2:6]1. The reactants are solution, Cl (hydrochloric acid), C(C)(C)(C)OC(=O)N1CCN(C2=CC=CC=C12)C1=CC=C(C=C1)N1CCN(CC1)C(=O)OCC1=CC=CC=C1 (4-[4-(4-(benzyloxycarbonyl)piperazin-1-yl)phenyl]-3,4-dihydro-2H-quinoxaline-1-carboxylic acid tert-butyl ester), C([O-])([O-])=O.[Na+].[Na+] (sodium carbonate), C([O-])([O-])=O.[Na+].[Na+] (sodium carbonate). Run in O1CCOCC1 (dioxane), ClCCl (dichloromethane), ClCCl (dichloromethane). Conditions: time 5 minute. Yields the product C(C1=CC=CC=C1)OC(=O)N1CCN(CC1)C1=CC=C(C=C1)N1CCNC2=CC=CC=C12 (4-[4-(3,4-dihydro-2H-quinoxalin-1-yl)phenyl]piperazine-1-carboxylic acid benzyl ester). The yield is 99.8%. As a reaction SMILES: C(OC([N:8]1[C:17]2[C:12](=[CH:13][CH:14]=[CH:15][CH:16]=2)[N:11]([C:18]2[CH:23]=[CH:22][C:21]([N:24]3[CH2:29][CH2:28][N:27]([C:30]([O:32][CH2:33][C:34]4[CH:39]=[CH:38][CH:37]=[CH:36][CH:35]=4)=[O:31])[CH2:26][CH2:25]3)=[CH:20][CH:19]=2)[CH2:10][CH2:9]1)=O)(C)(C)C.Cl.C(=O)([O-])[O-].[Na+].[Na+]>ClCCl.O1CCOCC1>[CH2:33]([O:32][C:30]([N:27]1[CH2:28][CH2:29][N:24]([C:21]2[CH:22]=[CH:23][C:18]([N:11]3[C:12]4[C:17](=[CH:16][CH:15]=[CH:14][CH:13]=4)[NH:8][CH2:9][CH2:10]3)=[CH:19][CH:20]=2)[CH2:25][CH2:26]1)=[O:31])[C:34]1[CH:39]=[CH:38][CH:37]=[CH:36][CH:35]=1 |f:2.3.4|. Procedure details: 8.9 g of 4-[4-(4-(benzyloxycarbonyl)piperazin-1-yl)phenyl]-3,4-dihydro-2H-quinoxaline-1-carboxylic acid tert-butyl ester are placed in 220 ml of dichloromethane. 55 ml of a 4N solution of hydrochloric acid in dioxane are slowly added at 0° C. The mixture is stirred for 5 minutes under cold conditions and then it is allowed to return to ambient temperature. The reaction mixture is stirred at ambient temperature for 18 h and is then diluted with dichloromethane. A saturated aqueous sodium carbonat... Solvent: C1CCOC1.C(C)O (THF ethanol). Conditions: time 20 hour. As a reaction SMILES: [CH:1]([C:4]1[CH:9]=[CH:8][C:7]([C:10]2[S:14][C:13](/[CH:15]=[CH:16]/[C:17]([O:19]C)=[O:18])=[CH:12][CH:11]=2)=[CH:6][CH:5]=1)([CH3:3])[CH3:2].[OH-].[Na+]>C1COCC1.C(O)C>[CH:1]([C:4]1[CH:5]=[CH:6][C:7]([C:10]2[S:14][C:13](/[CH:15]=[CH:16]/[C:17]([OH:19])=[O:18])=[CH:12][CH:11]=2)=[CH:8][CH:9]=1)([CH3:3])[CH3:2] |f:1.2,3.4|. Reported procedure: To a solution of methyl (E)-3-[5-(4-isopropylphenyl)thiophen-2-yl]acrylate (0.75 mg) in THF/ethanol (10/10 ml) was added at room temperature 2N sodium hydroxide solution (2.0 ml), and the mixture was stirred for 20 hours. Under reduced pressure, the mixture was concentrated, and to the residue was added 1N hydrochloric acid (10 ml). The mixture was extracted with ethyl acetate, and the organic layer was washed with saturated brine, dried with magnesium sulfate and concentrated. The resulting cry... Product: C(C)(C)C1=CC=C(C=C1)C1=CC=C(S1)/C=C/C(=O)O ((E)-3-[5-(4-isopropylphenyl)thiophen-2-yl]acrylic acid). The reactants are C(C)(C)C1=CC=C(C=C1)C1=CC=C(S1)/C=C/C(=O)OC (methyl (E)-3-[5-(4-isopropylphenyl)thiophen-2-yl]acrylate), [OH-].[Na+] (sodium hydroxide). Yield: 89685.9%. Reactants: hydrochloride salt, CC1=CC=C(C=C1)S(=O)(=O)OCC1OC2=C(C1)C=C(C=C2C2=C(C=CC=C2C)C)C ((±)-[7-(2,6-dimethylphenyl) 5-methyl-2,3-dihydro-1-benzofuran-2-yl]methyl 4-methylbenzenesulfonate), CN (methylamine). Product: CC1=C(C(=CC=C1)C)C1=CC(=CC=2CC(OC21)CNC)C ((±)-{[7-(2,6-dimethylphenyl)-5-methyl-2,3-dihydro-1-benzofuran-2-yl]methyl}methylamine). As a reaction SMILES: CC1C=CC(S(O[CH2:12][CH:13]2[CH2:17][C:16]3[CH:18]=[C:19]([CH3:30])[CH:20]=[C:21]([C:22]4[C:27]([CH3:28])=[CH:26][CH:25]=[CH:24][C:23]=4[CH3:29])[C:15]=3[O:14]2)(=O)=O)=CC=1.[CH3:31][NH2:32]>>[CH3:29][C:23]1[CH:24]=[CH:25][CH:26]=[C:27]([CH3:28])[C:22]=1[C:21]1[C:15]2[O:14][CH:13]([CH2:12][NH:32][CH3:31])[CH2:17][C:16]=2[CH:18]=[C:19]([CH3:30])[CH:20]=1. Procedure details: The title compound was prepared (0.035 g, 46%) following the general procedure of Example 390 as a white solid, hydrochloride salt from (±)-[7-(2,6-dimethylphenyl) 5-methyl-2,3-dihydro-1-benzofuran-2-yl]methyl 4-methylbenzenesulfonate (0.10 g, 0.24 mmol) and methylamine (0.073 g, 2.4 mmol). mp 204-205° C.